This data is from the Open Reaction Database (ORD), a public repository of structured organic reaction records. The task is: describe an organic reaction: reactants, conditions, products, and yield Yield: 21.0%. Starting materials: O=C[C@H](O)[C@@H](O)[C@@H](O)[C@H](O)CO (D-galactose), [N+](=O)([O-])C (nitromethane), CO (methanol). RXN SMILES: [O:1]=[CH:2][C@@H:3]([C@H:5]([C@H:7]([C@@H:9]([CH2:11][OH:12])[OH:10])[OH:8])[OH:6])[OH:4].[N+:13]([CH3:16])([O-:15])=[O:14].[CH3:17][OH:18]>>[O:1]=[CH:2][C@@H:3]([C@@H:5]([C@H:7]([C@H:9]([C@@H:11]([CH2:17][OH:18])[OH:12])[OH:10])[OH:8])[OH:6])[OH:4].[N+:13]([CH2:16][C@@H:2]([C@@H:3]([C@H:5]([C@H:7]([C@@H:9]([CH2:11][OH:12])[OH:10])[OH:8])[OH:6])[OH:4])[OH:1])([O-:15])=[O:14]. The product is O=C[C@H](O)[C@H](O)[C@@H](O)[C@@H](O)[C@H](O)CO (D-glycero-L-manno-Heptose), [N+](=O)([O-])C[C@H](O)[C@H](O)[C@@H](O)[C@@H](O)[C@H](O)CO (1-deoxy-1-nitro-D-glycero-L-manno-heptitol), products. Reported procedure: The heptose was prepared by the condensation of D-galactose with nitromethane in alkaline methanol. The crystalline 1-deoxy-1-nitro-D-glycero-L-manno-heptitol obtained from the aqueous solution of the deionized products (mp 158° C., 21% yield) was converted to its sodium salt. On treatment with dilute sulphuric acid (35° C.), followed by deionization with Rexyn 101(H+) and Amberlite A4(OH−) ion-exchange resins, the solution was lyophilized to give the heptose as a syrup (80% yield). The product ... Reactants: COc1cc(B2OC(C)(C)C(C)(C)O2)ccc1N, COCCOC, CC(C)(C)OC(=O)N1CCC(n2nc(I)c3c(N)ncnc32)CC1, [Na+], [Na+], O=C([O-])[O-], O, c1ccc(P(c2ccccc2)(c2ccccc2)[Pd](P(c2ccccc2)(c2ccccc2)c2ccccc2)(P(c2ccccc2)(c2ccccc2)c2ccccc2)P(c2ccccc2)(c2ccccc2)c2ccccc2)cc1. Yields the product COc1cc(-c2nn(C3CCN(C(=O)OC(C)(C)C)CC3)c3ncnc(N)c23)ccc1N. RXN SMILES: [CH3:25][O:26][c:27]1[c:28]([NH2:29])[cH:30][cH:31][c:32]([B:34]2[O:35][C:36]([CH3:37])([CH3:38])[C:39]([CH3:40])([CH3:41])[O:42]2)[cH:33]1.[CH3:49][O:50][CH2:51][CH2:52][O:53][CH3:54].[NH2:1][c:2]1[c:3]2[c:4]([n:5][cH:6][n:7]1)[n:8]([CH:12]1[CH2:13][CH2:14][N:15]([C:18](=[O:19])[O:20][C:21]([CH3:22])([CH3:23])[CH3:24])[CH2:16][CH2:17]1)[n:9][c:10]2[I:11].[Na+:43].[Na+:44].[O-:45][C:46](=[O:47])[O-:48].[OH2:55].[cH:56]1[cH:57][cH:58][c:59]([P:60]([Pd:61]([P:62]([c:63]2[cH:64][cH:65][cH:66][cH:67][cH:68]2)([c:69]2[cH:70][cH:71][cH:72][cH:73][cH:74]2)[c:75]2[cH:76][cH:77][cH:78][cH:79][cH:80]2)([P:81]([c:82]2[cH:83][cH:84][cH:85][cH:86][cH:87]2)([c:88]2[cH:89][cH:90][cH:91][cH:92][cH:93]2)[c:94]2[cH:95][cH:96][cH:97][cH:98][cH:99]2)[P:100]([c:101]2[cH:102][cH:103][cH:104][cH:105][cH:106]2)([c:107]2[cH:108][cH:109][cH:110][cH:111][cH:112]2)[c:113]2[cH:114][cH:115][cH:116][cH:117][cH:118]2)([c:119]2[cH:120][cH:121][cH:122][cH:123][cH:124]2)[c:125]2[cH:126][cH:127][cH:128][cH:129][cH:130]2)[cH:131][cH:132]1>>[NH2:1][c:2]1[c:3]2[c:4]([n:5][cH:6][n:7]1)[n:8]([CH:12]1[CH2:13][CH2:14][N:15]([C:18](=[O:19])[O:20][C:21]([CH3:22])([CH3:23])[CH3:24])[CH2:16][CH2:17]1)[n:9][c:10]2-[c:32]1[cH:31][cH:30][c:28]([NH2:29])[c:27]([O:26][CH3:25])[cH:33]1. Starting materials: CN(C)c1cc(C(F)(F)F)c(N)cn1, Cl, O=C(O)c1cc2cc(F)ccc2n1Cc1cccc(F)c1. Product: CN(C)c1cc(C(F)(F)F)c(NC(=O)c2cc3cc(F)ccc3n2Cc2cccc(F)c2)cn1. RXN SMILES: [CH3:23][N:24]([c:25]1[cH:26][c:27]([C:32]([F:33])([F:34])[F:35])[c:28]([NH2:31])[cH:29][n:30]1)[CH3:36].[ClH:22].[F:1][c:2]1[cH:3][c:4]2[cH:5][c:6]([C:19](=[O:20])[OH:21])[n:7]([CH2:11][c:12]3[cH:13][c:14]([F:18])[cH:15][cH:16][cH:17]3)[c:8]2[cH:9][cH:10]1>>[F:1][c:2]1[cH:3][c:4]2[cH:5][c:6]([C:19](=[O:20])[NH:31][c:28]3[c:27]([C:32]([F:33])([F:34])[F:35])[cH:26][c:25]([N:24]([CH3:23])[CH3:36])[n:30][cH:29]3)[n:7]([CH2:11][c:12]3[cH:13][c:14]([F:18])[cH:15][cH:16][cH:17]3)[c:8]2[cH:9][cH:10]1. Reactants: ClC(C(=O)OC(C)(C)C)(P(=O)(OCC)OCC)Cl ((1,1-dimethylethyl) dichloro(diethoxyphosphinyl)acetate), S(=O)([O-])[O-].[Na+].[Na+] (sodium sulfite). Run in C(C)O (ethanol), O (H2O). Run at temperature 0 celsius. Yields the product ClC(C(=O)OC(C)(C)C)P(=O)(OCC)OCC ((1,1-dimethylethyl) chloro(diethoxyphosphinyl)acetate). Yield: 100.0%. RXN SMILES: [Cl:1][C:2](Cl)([P:10]([O:15][CH2:16][CH3:17])([O:12][CH2:13][CH3:14])=[O:11])[C:3]([O:5][C:6]([CH3:9])([CH3:8])[CH3:7])=[O:4].S([O-])([O-])=O.[Na+].[Na+]>C(O)C.O>[Cl:1][CH:2]([P:10]([O:15][CH2:16][CH3:17])([O:12][CH2:13][CH3:14])=[O:11])[C:3]([O:5][C:6]([CH3:9])([CH3:8])[CH3:7])=[O:4] |f:1.2.3|. Reported procedure: The title compound of Step B (18.4 g, 0.0572 mol) was dissolved in ethanol (140 mL) and cooled to 0° C. A solution of sodium sulfite (14.4 g, 0.1144 mol) in H2O (63 mL) was added with stirring such that the internal temperature remained below 14° C. The cooling bath was removed and the mixture was stirred at room temperature for 30 min. The reaction mixture was extracted with chloroform (5×), and the combined organic phase was dried (MgSO4), filtered and concentrated to afford 16.4 g of the titl... The reactants are C(CCC)N (n-butylamine), BrC1=C(C=C(C=C1)O)C=CC(CC(C)=O)=O (6-(2-Bromo-5-hydroxyphenyl)hex-5-ene-2,4-dione), B(=O)OB=O (boron trioxide), C(=O)(O)[O-].[Na+] (NaHCO3), OC=1C=CC(=C(C=O)C1)OC (5-hydroxy-2-methoxybenzaldehyde), B(OCCCC)(OCCCC)OCCCC (tri-n-butyl borate), Cl (HCl). Solvent: C(C)(=O)OCC (ethyl acetate), [Cl-].[Na+].O (brine). Conditions: time 1 hour. Product: BrC1=C(C=C(C=C1)O)\C=C\C(CC(\C=C\C1=C(C=CC(=C1)O)OC)=O)=O ((1E,6E)-1-(2-bromo-5-hydroxyphenyl)-7-(5-hydroxy-2-methoxyphenyl)hepta-1,6-diene-3,5-dione). The yield is 9.9%. As a reaction SMILES: [Br:1][C:2]1[CH:7]=[CH:6][C:5]([OH:8])=[CH:4][C:3]=1[CH:9]=[CH:10][C:11](=[O:16])[CH2:12][C:13](=[O:15])[CH3:14].B(OB=O)=O.[OH:22][C:23]1[CH:24]=[CH:25][C:26]([O:31][CH3:32])=[C:27]([CH:30]=1)[CH:28]=O.B(OCCCC)(OCCCC)OCCCC.C(N)CCC.Cl.C([O-])(O)=O.[Na+]>C(OCC)(=O)C.[Cl-].[Na+].O>[Br:1][C:2]1[CH:7]=[CH:6][C:5]([OH:8])=[CH:4][C:3]=1/[CH:9]=[CH:10]/[C:11](=[O:16])[CH2:12][C:13](=[O:15])/[CH:14]=[CH:28]/[C:27]1[CH:30]=[C:23]([OH:22])[CH:24]=[CH:25][C:26]=1[O:31][CH3:32] |f:6.7,9.10.11|. Procedure: 6-(2-Bromo-5-hydroxyphenyl)hex-5-ene-2,4-dione (15 mg, 53 μmol) and boron trioxide (11 mg, 0.16 mmol) was placed in a 20 mL reaction vessel, and dissolved in 0.4 mL of ethyl acetate. To the stirring mixture at 80° C. was added a solution of 5-hydroxy-2-methoxybenzaldehyde (10 mg, 0.07 mmol) and tri-n-butyl borate (25 mL, 93 μmol), sequentially. After the reaction mixture was stirred for 2 h at the same temperature, n-butylamine (10 μL, 0.10 mmol) was added with additional stirring for 1 h. The r... Starting materials: C(CC(O)(C(=O)[O-])CC(=O)[O-])(=O)[O-] (citrate), CN(C1(CCC(CC1)NC(=S)NC(CC1=CNC2=CC=CC=C12)C)C1=CC=CC=C1)C (1-(4-dimethylamino-4-phenyl-cyclohexyl)-3-[2-(1H-indol-3-yl)-1-methyl-ethyl]-thiourea), C(CC(O)(C(=O)O)CC(=O)O)(=O)O (citric acid). The solvent is C(C)O (ethanol), C(C)O (ethanol). Reaction conditions: temperature 5 celsius, time 4 hour. The product is C(CC(O)(C(=O)O)CC(=O)O)(=O)O.CN(C1(CCC(CC1)NC(=S)NC(CC1=CNC2=CC=CC=C12)C)C1=CC=CC=C1)C (1-(4-dimethylamino-4-phenyl-cyclohexyl)-3-[2-(1H-indol-3-yl)-1-methyl-ethyl]-thiourea citrate). As a reaction SMILES: [C:1]([O-:13])(=[O:12])[CH2:2][C:3]([CH2:8][C:9]([O-:11])=[O:10])([C:5]([O-:7])=[O:6])[OH:4].[CH3:14][N:15]([CH3:44])[C:16]1([C:38]2[CH:43]=[CH:42][CH:41]=[CH:40][CH:39]=2)[CH2:21][CH2:20][CH:19]([NH:22][C:23]([NH:25][CH:26]([CH3:37])[CH2:27][C:28]2[C:36]3[C:31](=[CH:32][CH:33]=[CH:34][CH:35]=3)[NH:30][CH:29]=2)=[S:24])[CH2:18][CH2:17]1.C(O)(=O)CC(CC(O)=O)(C(O)=O)O>C(O)C>[C:1]([OH:13])(=[O:12])[CH2:2][C:3]([CH2:8][C:9]([OH:11])=[O:10])([C:5]([OH:7])=[O:6])[OH:4].[CH3:44][N:15]([CH3:14])[C:16]1([C:38]2[CH:43]=[CH:42][CH:41]=[CH:40][CH:39]=2)[CH2:17][CH2:18][CH:19]([NH:22][C:23]([NH:25][CH:26]([CH3:37])[CH2:27][C:28]2[C:36]3[C:31](=[CH:32][CH:33]=[CH:34][CH:35]=3)[NH:30][CH:29]=2)=[S:24])[CH2:20][CH2:21]1 |f:4.5|. Procedure details: In order to produce the citrate, the more nonpolar diastereoisomer of 1-(4-dimethylamino-4-phenyl-cyclohexyl)-3-[2-(1H-indol-3-yl)-1-methyl-ethyl]-thiourea (324 mg, 0.75 mmole) was dissolved in hot ethanol (10 ml) and combined with a likewise hot solution of citric acid (316 mg, 1.65 mmole) in ethanol (1.5 ml). After cooling to approx. 5° C., the batch was left to stand for 4 h. The resultant solid was filtered out. The more nonpolar diastereoisomer of 1-(4-dimethylamino-4-phenyl-cyclohexyl)-3-[...